Dataset: the Open Reaction Database (ORD), a public repository of structured organic reaction records. Task: describe an organic reaction: reactants, conditions, products, and yield Starting materials: Cc1ccc(C(=O)Cl)c(C)c1, ClCCl, Nc1ccc(C(=O)N2Cc3ccccc3Cc3ccccc32)cc1. Product: Cc1ccc(C(=O)Nc2ccc(C(=O)N3Cc4ccccc4Cc4ccccc43)cc2)c(C)c1. As a reaction SMILES: [CH3:25][c:26]1[c:27]([C:28](=[O:29])[Cl:30])[cH:31][cH:32][c:33]([CH3:35])[cH:34]1.[Cl:36][CH2:37][Cl:38].[NH2:1][c:2]1[cH:3][cH:4][c:5]([C:6](=[O:7])[N:8]2[c:9]3[c:10]([cH:19][cH:20][cH:21][cH:22]3)[CH2:11][c:12]3[c:13]([cH:15][cH:16][cH:17][cH:18]3)[CH2:14]2)[cH:23][cH:24]1>>[NH:1]([c:2]1[cH:3][cH:4][c:5]([C:6](=[O:7])[N:8]2[c:9]3[c:10]([cH:19][cH:20][cH:21][cH:22]3)[CH2:11][c:12]3[c:13]([cH:15][cH:16][cH:17][cH:18]3)[CH2:14]2)[cH:23][cH:24]1)[C:28]([c:27]1[c:26]([CH3:25])[cH:34][c:33]([CH3:35])[cH:32][cH:31]1)=[O:29]. Reported procedure: NBS (0.71 g, 4.01 mmol) and benzoyl peroxide (0.07 g, 0.20 mmol) were added to a solution of methyl 2-(acetyloxy)-5-bromo-4-methylbenzoate (may be prepared as described in Description 3; 1.15 g, 4.01 mmol) in carbon tetrachloride (20 ml). The mixture was heated at reflux for 18 hours, cooled and the solvent removed in vacuo. Purification by SP4 (10-20% ethyl acetate/hexane) yielded the title compound as a pale yellow oil. 1.38 g. As a reaction SMILES: C1C(=O)N([Br:8])C(=O)C1.C(OOC(=O)C1C=CC=CC=1)(=O)C1C=CC=CC=1.[C:27]([O:30][C:31]1[CH:40]=[C:39]([CH3:41])[C:38]([Br:42])=[CH:37][C:32]=1[C:33]([O:35][CH3:36])=[O:34])(=[O:29])[CH3:28]>C(Cl)(Cl)(Cl)Cl>[C:27]([O:30][C:31]1[CH:40]=[C:39]([CH2:41][Br:8])[C:38]([Br:42])=[CH:37][C:32]=1[C:33]([O:35][CH3:36])=[O:34])(=[O:29])[CH3:28]. Reactants: C1CC(=O)N(C1=O)Br (NBS), C(C1=CC=CC=C1)(=O)OOC(C1=CC=CC=C1)=O (benzoyl peroxide), C(C)(=O)OC1=C(C(=O)OC)C=C(C(=C1)C)Br (methyl 2-(acetyloxy)-5-bromo-4-methylbenzoate). The product is C(C)(=O)OC1=C(C(=O)OC)C=C(C(=C1)CBr)Br (Methyl 2-(acetyloxy)-5-bromo-4-(bromomethyl)benzoate). The solvent is C(Cl)(Cl)(Cl)Cl (carbon tetrachloride). The reactants are CCOc1ccc([N+](=O)[O-])cc1-c1nn2c(C3CCCC3)nc(C)c2c(=O)[nH]1, CCO, C1CCOC1. Yields the product CCOc1ccc(N)cc1-c1nn2c(C3CCCC3)nc(C)c2c(=O)[nH]1. As a reaction SMILES: [CH2:6]([CH3:7])[O:8][c:9]1[c:10](-[c:18]2[n:19][n:20]3[c:21]([c:22](=[O:24])[nH:23]2)[c:25]([CH3:33])[n:26][c:27]3[CH:28]2[CH2:29][CH2:30][CH2:31][CH2:32]2)[cH:11][c:12]([N+:15]([O-:16])=[O:17])[cH:13][cH:14]1.[CH3:34][CH2:35][OH:36].[O:1]1[CH2:2][CH2:3][CH2:4][CH2:5]1>>[CH2:6]([CH3:7])[O:8][c:9]1[c:10](-[c:18]2[n:19][n:20]3[c:21]([c:22](=[O:24])[nH:23]2)[c:25]([CH3:33])[n:26][c:27]3[CH:28]2[CH2:29][CH2:30][CH2:31][CH2:32]2)[cH:11][c:12]([NH2:15])[cH:13][cH:14]1. Reaction SMILES: [H-].[Na+].[CH3:3][N:4]([CH3:17])[C@H:5]1[CH2:11][CH2:10][C:9]2[CH:12]=[CH:13][CH:14]=[CH:15][C:8]=2[C@H:7]([OH:16])[CH2:6]1.Cl[C:19]1[CH:24]=[CH:23][C:22]([N+:25]([O-:27])=[O:26])=[CH:21][CH:20]=1>CS(C)=O>[CH3:3][N:4]([CH3:17])[C@H:5]1[CH2:11][CH2:10][C:9]2[CH:12]=[CH:13][CH:14]=[CH:15][C:8]=2[C@H:7]([O:16][C:19]2[CH:24]=[CH:23][C:22]([N+:25]([O-:27])=[O:26])=[CH:21][CH:20]=2)[CH2:6]1 |f:0.1|. The yield is 104.2%. Starting materials: [H-].[Na+] (sodium hydride), CN([C@@H]1C[C@H](C2=C(CC1)C=CC=C2)O)C (trans 7-dimethylamino-6,7,8,9-tetrahydro-5H-benzocycloheptene-5-ol), ClC1=CC=C(C=C1)[N+](=O)[O-] (p-chloro-nitrobenzene). Run at temperature 55 celsius, time 10 minute. Solvent: CS(=O)C (dimethylsulfoxide). The product is CN([C@@H]1C[C@H](C2=C(CC1)C=CC=C2)OC2=CC=C(C=C2)[N+](=O)[O-])C (trans N,N-dimethyl-5-[4-nitrophenoxy]-6,7,8,9-tetrahydro-5H-benzocycloheptene-7-amine). Reported procedure: 14.4 ml of anhydrous dimethylsulfoxide were added at room temperature to 1.44 g of sodium hydride as a 50% dispersion in oil and the mixture was heated in a bath at 55° C. for one hour and was then cooled to 20° C. 5.13 g of trans 7-dimethylamino-6,7,8,9-tetrahydro-5H-benzocycloheptene-5-ol were added thereto and the mixture was stirred at room temperature for 10 minutes. Then, 4.73 g of p-chloro-nitrobenzene were added thereto all at once and the mixture was stirred at room temperature for 3 ho... Starting materials: 17.1, [OH-].[K+] (potassium hydroxide), S(=O)(Cl)Cl (thionyl chloride), C1(=CC=CC=C1)CN1C(CN(CC1)CC1=CC=CC=C1)CO (1,4-bis(phenylmethyl)-2-piperazinemethanol). The solvent is O (water), C(Cl)(Cl)(Cl)Cl (carbon tetrachloride), C(Cl)(Cl)(Cl)Cl (carbon tetrachloride). Yields the product ClCC1N(CCN(C1)CC1=CC=CC=C1)CC1=CC=CC=C1 (2-chloromethyl-1,4-bis(phenylmethyl)piperazine). Reaction SMILES: S(Cl)([Cl:3])=O.[C:5]1([CH2:11][N:12]2[CH2:17][CH2:16][N:15]([CH2:18][C:19]3[CH:24]=[CH:23][CH:22]=[CH:21][CH:20]=3)[CH2:14][CH:13]2[CH2:25]O)[CH:10]=[CH:9][CH:8]=[CH:7][CH:6]=1.[OH-].[K+]>C(Cl)(Cl)(Cl)Cl.O>[Cl:3][CH2:25][CH:13]1[CH2:14][N:15]([CH2:18][C:19]2[CH:24]=[CH:23][CH:22]=[CH:21][CH:20]=2)[CH2:16][CH2:17][N:12]1[CH2:11][C:5]1[CH:10]=[CH:9][CH:8]=[CH:7][CH:6]=1 |f:2.3|. Procedure details: To a solution of 10.1 ml of thionyl chloride in 50 ml of carbon tetrachloride was added, with stirring, a solution of 22.15 g of 1,4-bis(phenylmethyl)-2-piperazinemethanol in 120 ml of carbon tetrachloride. This mixture was stirred in an oil bath at 70° C. for one hour, then cooled in an ice bath and a solution of 17.1 9 of potassium hydroxide in 50 ml of water was added. The mixture was extracted several times with dichloromethane. The extracts were combined, filtered through hydrous magnesium ...